From a dataset of the Open Reaction Database (ORD), a public repository of structured organic reaction records. describe an organic reaction: reactants, conditions, products, and yield Starting materials: O=C(NC(=S)Nc1cc(Br)ccc1Br)c1ccccc1, C1CCOC1, [Na+], [OH-]. Product: NC(=S)Nc1cc(Br)ccc1Br. RXN SMILES: [C:1](=[O:2])([c:3]1[cH:4][cH:5][cH:6][cH:7][cH:8]1)[NH:9][C:10](=[S:11])[NH:12][c:13]1[c:14]([Br:20])[cH:15][cH:16][c:17]([Br:19])[cH:18]1.[CH2:23]1[O:24][CH2:25][CH2:26][CH2:27]1.[Na+:22].[OH-:21]>>[NH2:9][C:10](=[S:11])[NH:12][c:13]1[c:14]([Br:20])[cH:15][cH:16][c:17]([Br:19])[cH:18]1.